From a dataset of the Open Reaction Database (ORD), a public repository of structured organic reaction records. describe an organic reaction: reactants, conditions, products, and yield Reactants: C1(CC1)CBr (cyclopropylmethyl bromide), O=C1C=2N(CCN1)N=C(C2)C(=O)OCC (ethyl 4-oxo-4,5,6,7-tetrahydropyrazolo[1,5-a]pyrazine-2-carboxylate), C([O-])([O-])=O.[Cs+].[Cs+] (cesium carbonate). Run at temperature 70 celsius. Yields the product C1(CC1)CN1C(C=2N(CC1)N=C(C2)C(=O)OCC)=O (ethyl 5-(cyclopropylmethyl)-4-oxo-4,5,6,7-tetrahydropyrazolo[1,5-a]pyrazine-2-carboxylate). RXN SMILES: [CH:1]1([CH2:4]Br)[CH2:3][CH2:2]1.[O:6]=[C:7]1[NH:12][CH2:11][CH2:10][N:9]2[N:13]=[C:14]([C:16]([O:18][CH2:19][CH3:20])=[O:17])[CH:15]=[C:8]12.C(=O)([O-])[O-].[Cs+].[Cs+]>C(#N)C>[CH:1]1([CH2:4][N:12]2[CH2:11][CH2:10][N:9]3[N:13]=[C:14]([C:16]([O:18][CH2:19][CH3:20])=[O:17])[CH:15]=[C:8]3[C:7]2=[O:6])[CH2:3][CH2:2]1 |f:2.3.4|. The solvent is C(C)#N (acetonitrile). Procedure: To a solution of cyclopropylmethyl bromide (0.101 g, 0.75 mmol) and ethyl 4-oxo-4,5,6,7-tetrahydropyrazolo[1,5-a]pyrazine-2-carboxylate (31.4 mg, 0.150 mmol) in acetonitrile (2 mL) was added cesium carbonate (147 mg, 0.45 mmol). The reaction mixture was heated overnight at 70° C. Upon cooling to room temperature, the insolubles were removed by filtration and the solvent evaporated to dryness to afford crude Intermediate 33. Reactants: C=CC(C)(C)Nc1cccnc1N(C)C1CCN(C(=O)OC(C)(C)C)CC1, CCO. Yields the product CCC(C)(C)Nc1cccnc1N(C)C1CCN(C(=O)OC(C)(C)C)CC1. RXN SMILES: [CH3:1][C:2]([CH3:3])([O:4][C:5](=[O:6])[N:7]1[CH2:8][CH2:9][CH:10]([N:13]([c:14]2[n:15][cH:16][cH:17][cH:18][c:19]2[NH:20][C:21]([CH:22]=[CH2:23])([CH3:24])[CH3:25])[CH3:26])[CH2:11][CH2:12]1)[CH3:27].[CH3:28][CH2:29][OH:30]>>[CH3:1][C:2]([CH3:3])([O:4][C:5](=[O:6])[N:7]1[CH2:8][CH2:9][CH:10]([N:13]([c:14]2[n:15][cH:16][cH:17][cH:18][c:19]2[NH:20][C:21]([CH2:22][CH3:23])([CH3:24])[CH3:25])[CH3:26])[CH2:11][CH2:12]1)[CH3:27].